Dataset: the Open Reaction Database (ORD), a public repository of structured organic reaction records. Task: describe an organic reaction: reactants, conditions, products, and yield Starting materials: [OH-].[Na+] (sodium hydroxide), C=C1C2=C(OCC3=C1C=CC=C3)C=CC(=C2)CC(=O)OC (methyl 11-methylene-6,11-dihydrodibenz[b,e]oxepin-2-acetate), C=C1C2=C(OCC3=C1C=CC=C3)C=CC(=C2)CC(=O)OC (methyl 11-methylene-6,11-dihydrodibenz[b,e]oxepin-2-acetate). Run in CO (methanol). The product is C=C1C2=C(OCC3=C1C=CC=C3)C=CC(=C2)CC(=O)O (11-Methylene-6,11-dihydrodibenz[b,e]-oxepin-2-acetic acid). Isolated yield 98.0%. Reaction SMILES: [OH-].[Na+].[CH2:3]=[C:4]1[C:10]2[CH:11]=[CH:12][CH:13]=[CH:14][C:9]=2[CH2:8][O:7][C:6]2[CH:15]=[CH:16][C:17]([CH2:19][C:20]([O:22]C)=[O:21])=[CH:18][C:5]1=2>CO>[CH2:3]=[C:4]1[C:10]2[CH:11]=[CH:12][CH:13]=[CH:14][C:9]=2[CH2:8][O:7][C:6]2[CH:15]=[CH:16][C:17]([CH2:19][C:20]([OH:22])=[O:21])=[CH:18][C:5]1=2 |f:0.1|. Reported procedure: To a mixed solvent of 200 ml of methanol and 50 ml of 2N-aqueous sodium hydroxide solution is added 2.9 g of methyl 11-methylene-6,11-dihydrodibenz[b,e]oxepin-2-acetate (raw material 7, Reference example 7) and the mixture is heated at reflux for two hours. After allowing the mixture to stand for cooling, the mixture is concentrated under reduced pressure, and the pH of the mixture is adjusted to 1.0 with aqueous 4N-hydrochloric acid solution. The mixture is extracted with 500 ml of ethyl acetat... Starting materials: CCOC(=O)c1cccc(-c2cccc3nc(Nc4ccc(OCCN5CCCC5)cc4)nn23)c1, CCO, [K+], [OH-]. Yields the product O=C(O)c1cccc(-c2cccc3nc(Nc4ccc(OCCN5CCCC5)cc4)nn23)c1. RXN SMILES: [CH2:1]([CH3:2])[O:3][C:4]([c:5]1[cH:6][c:7](-[c:11]2[cH:12][cH:13][cH:14][c:15]3[n:16]2[n:17][c:18]([NH:20][c:21]2[cH:22][cH:23][c:24]([O:27][CH2:28][CH2:29][N:30]4[CH2:31][CH2:32][CH2:33][CH2:34]4)[cH:25][cH:26]2)[n:19]3)[cH:8][cH:9][cH:10]1)=[O:35].[CH3:38][CH2:39][OH:40].[K+:37].[OH-:36]>>[O:3]=[C:4]([c:5]1[cH:6][c:7](-[c:11]2[cH:12][cH:13][cH:14][c:15]3[n:16]2[n:17][c:18]([NH:20][c:21]2[cH:22][cH:23][c:24]([O:27][CH2:28][CH2:29][N:30]4[CH2:31][CH2:32][CH2:33][CH2:34]4)[cH:25][cH:26]2)[n:19]3)[cH:8][cH:9][cH:10]1)[OH:35]. Starting materials: [N+](=O)(O)[O-] (nitric acid), ClC1=C(C=CC=C1Cl)C(Cl)(Cl)Cl (2,3-dichlorobenzotrichloride), S(O)(O)(=O)=O (sulphuric acid). Run at temperature 25 celsius, time 2 hour. Yields the product ClC1=C(C=C(C=C1Cl)[N+](=O)[O-])C(Cl)(Cl)Cl (2,3-dichloro-5-nitro-benzotrichloride). Isolated yield 58.1%. As a reaction SMILES: [N+:1]([O-:4])(O)=[O:2].[Cl:5][C:6]1[C:11]([Cl:12])=[CH:10][CH:9]=[CH:8][C:7]=1[C:13]([Cl:16])([Cl:15])[Cl:14].S(=O)(=O)(O)O>>[Cl:5][C:6]1[C:11]([Cl:12])=[CH:10][C:9]([N+:1]([O-:4])=[O:2])=[CH:8][C:7]=1[C:13]([Cl:16])([Cl:14])[Cl:15]. Reported procedure: 62 g of fuming nitric acid were added dropwise to 100 g of 2,3-dichlorobenzotrichloride at −10 to +10° C. in the course of 10 minutes, followed by 62 g of 96% by weight sulphuric acid. The reaction mixture was initially stirred at 20 to 30° C. for 2 hours, then cooled down, discharged onto ice and extracted 3× with 100 ml of dichloromethane each time. The combined organic phases were washed with 100 ml of water, 3×100 ml of saturated aqueous sodium bicarbonate solution and 100 ml of aqueous sodi... Reactants: CC#N, O=C=NC1CCCCC1, NCCCN1CCCC1. The product is O=C(NCCCN1CCCC1)NC1CCCCC1. Reaction SMILES: [CH3:19][C:20]#[N:21].[CH:1]1([N:7]=[C:8]=[O:9])[CH2:2][CH2:3][CH2:4][CH2:5][CH2:6]1.[NH2:10][CH2:11][CH2:12][CH2:13][N:14]1[CH2:15][CH2:16][CH2:17][CH2:18]1>>[CH:1]1([NH:7][C:8](=[O:9])[NH:10][CH2:11][CH2:12][CH2:13][N:14]2[CH2:15][CH2:16][CH2:17][CH2:18]2)[CH2:2][CH2:3][CH2:4][CH2:5][CH2:6]1. Yields the product [Si](C)(C)(C(C)(C)C)OC/C=C/C(=O)N1C(OC[C@@H]1C1=CC=CC=C1)=O ((S,E)-3-(4-(tert-butyldimethylsilyloxy)but-2-enoyl)-4-phenyloxazolidin-2-one). Reaction SMILES: [Si:1]([O:8][CH2:9]/[CH:10]=[CH:11]/[C:12]([OH:14])=O)([C:4]([CH3:7])([CH3:6])[CH3:5])([CH3:3])[CH3:2].C(Cl)(=O)C(C)(C)C.[C:22]1([C@H:28]2[CH2:32][O:31][C:30](=[O:33])[NH:29]2)[CH:27]=[CH:26][CH:25]=[CH:24][CH:23]=1.C([Li])CCC.O1CCNC1=O>C1COCC1>[Si:1]([O:8][CH2:9]/[CH:10]=[CH:11]/[C:12]([N:29]1[C@@H:28]([C:22]2[CH:27]=[CH:26][CH:25]=[CH:24][CH:23]=2)[CH2:32][O:31][C:30]1=[O:33])=[O:14])([C:4]([CH3:5])([CH3:6])[CH3:7])([CH3:2])[CH3:3]. Run in C1CCOC1 (THF), C1CCOC1 (THF). Procedure: To a solution of (E)-4-(tert-butyldimethylsilyloxy)but-2-enoic acid (18.0 g, 83.6 mmol) (prepared as described in Angewandte Chemie, International Edition (2002), 41(9), 1603-1607) in 400 mL of THF was added TEA (13.2 mL, 95 mmol). The mixture was chilled to −78° C. Pivaloyl chloride (10.2 mL, 83 mmol) (commercially available from Aldrich, Milwaukee, Wis.) was added. After 10 minutes, the mixture was warmed to room temperature and stirred for 45 minutes. The mixture was then chilled to −78° C. I... Starting materials: C1(=CC=CC=C1)[C@@H]1NC(OC1)=O ((S)-4-phenyloxazolidin-2-one), pivaloyl anhydride, C1(=CC=CC=C1)[C@@H]1NC(OC1)=O ((S)-4-phenyloxazolidin-2-one), C(CCC)[Li] (n-Butyllithium), O1C(NCC1)=O (oxazolidinone), C(C(C)(C)C)(=O)Cl (Pivaloyl chloride), [Si](C)(C)(C(C)(C)C)OC/C=C/C(=O)O ((E)-4-(tert-butyldimethylsilyloxy)but-2-enoic acid), TEA. The yield is 62.3%. Reaction conditions: temperature -78 celsius, time 10 minute. Starting materials: C(=O)(O)[O-].[Na+] (NaHCO3), [BH-](OC(=O)C)(OC(=O)C)OC(=O)C.[Na+] (NaBH(OAc)3), Cl.C(C)C=1C=C(C(NC1C=1C=C2C=C(N(C2=CC1)C)[C@@H]1NCCC1)=O)C(=O)O ((R)-5-ethyl-6-(1-methyl-2-(pyrrolidin-2-yl)-1H-indol-5-yl)-2-oxo-1,2-dihydropyridine-3-carboxylic acid hydrochloride), C=O (HCHO). Solvent: ClC(C)Cl (dichloroethane), CC(=O)O (AcOH). Run at time 1 hour. The product is C(C)C=1C=C(C(NC1C=1C=C2C=C(N(C2=CC1)C)[C@@H]1N(CCC1)C)=O)C(=O)O ((R)-5-ethyl-6-(1-methyl-2-(1-methylpyrrolidin-2-yl)-1H-indol-5-yl)-2-oxo-1,2-dihydropyridine-3-carboxylic acid). The yield is 72.0%. RXN SMILES: Cl.[CH2:2]([C:4]1[CH:5]=[C:6]([C:26]([OH:28])=[O:27])[C:7](=[O:25])[NH:8][C:9]=1[C:10]1[CH:11]=[C:12]2[C:16](=[CH:17][CH:18]=1)[N:15]([CH3:19])[C:14]([C@H:20]1[CH2:24][CH2:23][CH2:22][NH:21]1)=[CH:13]2)[CH3:3].[C:29]([O-])(O)=O.[Na+].C=O.[BH-](OC(C)=O)(OC(C)=O)OC(C)=O.[Na+]>ClC(Cl)C.CC(O)=O>[CH2:2]([C:4]1[CH:5]=[C:6]([C:26]([OH:28])=[O:27])[C:7](=[O:25])[NH:8][C:9]=1[C:10]1[CH:11]=[C:12]2[C:16](=[CH:17][CH:18]=1)[N:15]([CH3:19])[C:14]([C@H:20]1[CH2:24][CH2:23][CH2:22][N:21]1[CH3:29])=[CH:13]2)[CH3:3] |f:0.1,2.3,5.6|. Procedure details: To a suspension of (R)-5-ethyl-6-(1-methyl-2-(pyrrolidin-2-yl)-1H-indol-5-yl)-2-oxo-1,2-dihydropyridine-3-carboxylic acid hydrochloride (59.1 mg, 0.15 mmol) in dichloroethane (2.0 mL) was added aqueous NaHCO3 (0.20 mL). Reaction mixture was stirred at room temperature for 10 min before solution of HCHO (37% aqueous, 50 μL, 0.67 mmol) was added followed by AcOH (˜0.20 mL) to pH˜3-4. Upon addition of NaBH(OAc)3 (150 mg, 0.70 mmol) reaction was stirred at room temperature for 1 h. Complete consumpt... Reactants: C(C)(C)(C)O[C@H](C(=O)OC)C=1C(=NC=2N(C1C=1C(=C3CCCOC3=C(C1)F)C)N=C(C2)C2=CC=1CCCCC1C=C2)C ((2S)-methyl 2-(tert-butoxy)-2-(7-(8-fluoro-5-methylchroman-6-yl)-5-methyl-2-(5,6,7,8-tetrahydronaphthalen-2-yl)pyrazolo[1,5-a]pyrimidin-6-yl)acetate), [OH-].[Na+] (NaOH). The solvent is CO (MeOH). Product: C(C)(C)(C)O[C@H](C(=O)O)C=1C(=NC=2N(C1C=1C(=C3CCCOC3=C(C1)F)C)N=C(C2)C2=CC=1CCCCC1C=C2)C ((2S)-2-(tert-butoxy)-2-(7-(8-fluoro-5-methylchroman-6-yl)-5-methyl-2-(5,6,7,8-tetrahydronaphthalen-2-yl)pyrazolo[1,5-a]pyrimidin-6-yl)acetic acid). The yield is 52.6%. As a reaction SMILES: [C:1]([O:5][C@@H:6]([C:11]1[C:12]([CH3:42])=[N:13][C:14]2[N:15]([N:29]=[C:30]([C:32]3[CH:41]=[CH:40][C:39]4[CH2:38][CH2:37][CH2:36][CH2:35][C:34]=4[CH:33]=3)[CH:31]=2)[C:16]=1[C:17]1[C:18]([CH3:28])=[C:19]2[C:24](=[C:25]([F:27])[CH:26]=1)[O:23][CH2:22][CH2:21][CH2:20]2)[C:7]([O:9]C)=[O:8])([CH3:4])([CH3:3])[CH3:2].[OH-].[Na+]>CO>[C:1]([O:5][C@@H:6]([C:11]1[C:12]([CH3:42])=[N:13][C:14]2[N:15]([N:29]=[C:30]([C:32]3[CH:41]=[CH:40][C:39]4[CH2:38][CH2:37][CH2:36][CH2:35][C:34]=4[CH:33]=3)[CH:31]=2)[C:16]=1[C:17]1[C:18]([CH3:28])=[C:19]2[C:24](=[C:25]([F:27])[CH:26]=1)[O:23][CH2:22][CH2:21][CH2:20]2)[C:7]([OH:9])=[O:8])([CH3:4])([CH3:3])[CH3:2] |f:1.2|. Procedure: A solution of (2S)-methyl 2-(tert-butoxy)-2-(7-(8-fluoro-5-methylchroman-6-yl)-5-methyl-2-(5,6,7,8-tetrahydronaphthalen-2-yl)pyrazolo[1,5-a]pyrimidin-6-yl)acetate (22 mg, 0.038 mmol) and 1M NaOH (0.154 mL, 0.154 mmol) in MeOH (2 mL) was heated at 60° C. for 16 h. Then, the reaction mixture was cooled and purified by prep HPLC to afford (2S)-2-(tert-butoxy)-2-(7-(8-fluoro-5-methylchroman-6-yl)-5-methyl-2-(5,6,7,8-tetrahydronaphthalen-2-yl)pyrazolo[1,5-a]pyrimidin-6-yl)acetic acid (12 mg, 0.020 mm... The reactants are compound, ClC1=C(C=CC(=C1)Cl)C1=CC2=C(N(C3=CC=C(C=C23)C2=NN(C=C2)CCO)C)N(C1=O)C (3-(2,4-dichlorophenyl)-6-[1-(2-hydroxyethyl)-1H-pyrazol-3-yl]-1,9-dimethyl-1,9-dihydropyrido[2,3-b]indol-2-one), C(C)OCCBr (2-bromoethyl ethyl ether). The product is ClC1=C(C=CC(=C1)Cl)C1=CC2=C(N(C3=CC=C(C=C23)C2=NN(C=C2)CCOCCOCC)C)N(C1=O)C (3-(2,4-Dichlorophenyl)-6-{1-[2-(2-ethoxyethoxy)ethyl]-1H-pyrazol-3-yl}-1,9-dimethyl-1,9-dihydropyrido[2,3-b]indol-2-one). Reaction SMILES: [Cl:1][C:2]1[CH:7]=[C:6]([Cl:8])[CH:5]=[CH:4][C:3]=1[C:9]1[C:30](=[O:31])[N:29]([CH3:32])[C:12]2[N:13]([CH3:28])[C:14]3[C:19]([C:11]=2[CH:10]=1)=[CH:18][C:17]([C:20]1[CH:24]=[CH:23][N:22]([CH2:25][CH2:26][OH:27])[N:21]=1)=[CH:16][CH:15]=3.[CH2:33]([O:35][CH2:36][CH2:37]Br)[CH3:34]>>[Cl:1][C:2]1[CH:7]=[C:6]([Cl:8])[CH:5]=[CH:4][C:3]=1[C:9]1[C:30](=[O:31])[N:29]([CH3:32])[C:12]2[N:13]([CH3:28])[C:14]3[C:19]([C:11]=2[CH:10]=1)=[CH:18][C:17]([C:20]1[CH:24]=[CH:23][N:22]([CH2:25][CH2:26][O:27][CH2:34][CH2:33][O:35][CH2:36][CH3:37])[N:21]=1)=[CH:16][CH:15]=3. Procedure: The process is carried out as in Example 101 above, with the compound from Example 51, 3-(2,4-dichlorophenyl)-6-[1-(2-hydroxyethyl)-1H-pyrazol-3-yl]-1,9-dimethyl-1,9-dihydropyrido[2,3-b]indol-2-one and 2-bromoethyl ethyl ether.